From a dataset of the Open Reaction Database (ORD), a public repository of structured organic reaction records. describe an organic reaction: reactants, conditions, products, and yield Reaction SMILES: F[C:2]1[CH:7]=[CH:6][C:5]([N+:8]([O-:10])=[O:9])=[CH:4][CH:3]=1.[F:11][C:12]([F:19])([F:18])[C:13]1[CH:14]=[N:15][NH:16][CH:17]=1>>[N+:8]([C:5]1[CH:6]=[CH:7][C:2]([N:15]2[CH:14]=[C:13]([C:12]([F:19])([F:18])[F:11])[CH:17]=[N:16]2)=[CH:3][CH:4]=1)([O-:10])=[O:9]. Yields the product [N+](=O)([O-])C1=CC=C(C=C1)N1N=CC(=C1)C(F)(F)F (1-(4-nitrophenyl)-4-(trifluoromethyl)-1H-pyrazole). The reactants are Intermediate ( 3 ), FC1=CC=C(C=C1)[N+](=O)[O-] (1-fluoro-4-nitrobenzene), FC(C=1C=NNC1)(F)F (4-(trifluoromethyl)-1H-pyrazole). Procedure: The title compound was prepared by a method analogous to that described for Intermediate (3), using 1-fluoro-4-nitrobenzene and 4-(trifluoromethyl)-1H-pyrazole. 1H NMR (400 MHz, CDCl3, δ): 8.38 (m, 1H), 8.30 (m, 1H), 7.97 (s, 2H), 7.90 (m, 2H). Reactants: C(C)N1C(C=CC2=C1N=C(N=C2)S(=O)C)=O (8-ethyl-2-methylsulfinyl-8H-pyrido[2,3-d]pyrimidin-7-one), FC=1C=C(N)C=CC1OC (3-fluoro-4-methoxyaniline). Conditions: temperature 175 celsius. The product is C(C)N1C(C=CC2=C1N=C(N=C2)NC2=CC(=C(C=C2)OC)F)=O (8-ethyl-2-(3-fluoro-4-methoxyphenylamino)-8H-pyrido[2,3-d]pyrimidin-7-one). Isolated yield 41.0%. As a reaction SMILES: [CH2:1]([N:3]1[C:8]2[N:9]=[C:10](S(C)=O)[N:11]=[CH:12][C:7]=2[CH:6]=[CH:5][C:4]1=[O:16])[CH3:2].[F:17][C:18]1[CH:19]=[C:20]([CH:22]=[CH:23][C:24]=1[O:25][CH3:26])[NH2:21]>>[CH2:1]([N:3]1[C:8]2[N:9]=[C:10]([NH:21][C:20]3[CH:22]=[CH:23][C:24]([O:25][CH3:26])=[C:18]([F:17])[CH:19]=3)[N:11]=[CH:12][C:7]=2[CH:6]=[CH:5][C:4]1=[O:16])[CH3:2]. Procedure: A mixture of 8-ethyl-2-methylsulfinyl-8H-pyrido[2,3-d]pyrimidin-7-one (124 mg, 0.52 mmol) and 148 mg (1.05 mmol) of 3-fluoro-4-methoxyaniline was heated at 175° C. for 10 minutes. The reaction mixture was cooled to room temperature and partitioned between ethyl acetate and saturated sodium bicarbonate. The organic layer was washed with brine, dried over magnesium sulfate, filtered, and concentrated in vacuo. The residue was purified by flash chromatography eluting with ethyl acetate. Recrystalli... The reactants are O=C([O-])[O-], Nc1nc(Cl)nc2nc[nH]c12, ClCc1cccnc1, Cl, [K+], [K+], CN(C)C=O. Product: Nc1nc(Cl)nc2c1ncn2Cc1cccnc1. As a reaction SMILES: [C:1](=[O:2])([O-:3])[O-:4].[Cl:16][c:17]1[n:18][c:19]([NH2:26])[c:20]2[nH:21][cH:22][n:23][c:24]2[n:25]1.[Cl:8][CH2:9][c:10]1[cH:11][n:12][cH:13][cH:14][cH:15]1.[ClH:7].[K+:5].[K+:6].[O:27]=[CH:28][N:29]([CH3:30])[CH3:31]>>[CH2:9]([c:10]1[cH:11][n:12][cH:13][cH:14][cH:15]1)[n:23]1[cH:22][n:21][c:20]2[c:19]([NH2:26])[n:18][c:17]([Cl:16])[n:25][c:24]21. Starting materials: C(C)OC(=O)C=1C=NC=2N(C1)N=C(C2C2=NC=CC=C2)N (2-amino-3-pyridin-2-yl-pyrazolo[1,5-a]pyrimidine-6-carboxylic acid ethyl ester), [OH-].[K+] (potassium hydroxide), Cl.CCOCC (HCl Et2O). Solvent: C(C)O (ethanol). Conditions: time 0.5 hour. The product is Cl (HCl), NC1=NN2C(N=CC(=C2)C(=O)O)=C1C1=NC=CC=C1 (2-Amino-3-pyridin-2-yl-pyrazolo[1,5-a]pyrimidine-6-carboxylic acid). The yield is 61.8%. RXN SMILES: C([O:3][C:4]([C:6]1[CH:7]=[N:8][C:9]2[N:10]([N:12]=[C:13]([NH2:21])[C:14]=2[C:15]2[CH:20]=[CH:19][CH:18]=[CH:17][N:16]=2)[CH:11]=1)=[O:5])C.[OH-].[K+].[ClH:24].CCOCC>C(O)C>[ClH:24].[NH2:21][C:13]1[C:14]([C:15]2[CH:20]=[CH:19][CH:18]=[CH:17][N:16]=2)=[C:9]2[N:8]=[CH:7][C:6]([C:4]([OH:5])=[O:3])=[CH:11][N:10]2[N:12]=1 |f:1.2,3.4|. Reported procedure: A solution of 2-amino-3-pyridin-2-yl-pyrazolo[1,5-a]pyrimidine-6-carboxylic acid ethyl ester (1.58 g, 5.58 mmol) and potassium hydroxide (0.95 g, 16.7 mmol) in ethanol (30 mL) was refluxed for 3 h, then cooled down to room temperature. The precipitate was filtered off, washed with ether, suspended in ether, treated with 2M HCl/Et2O (15 mL, 30 mmol), stirred 0.5 h, and filtered, washing with ether to provide an HCl salt of the title compound as a brown solid (0.88 g, 54% yield). MS (ES+) 256. δH ...